Dataset: the Open Reaction Database (ORD), a public repository of structured organic reaction records. Task: describe an organic reaction: reactants, conditions, products, and yield Reactants: C(C1=CC=CC=C1)OC1=CC=C2C(=CC=NC2=C1)Cl (7-(benzyloxy)-4-chloroquinoline), OC1=CC2=C(C(=C(O2)C)C(=O)O)C=C1 (6-hydroxy-2-methyl-1-benzofuran-3-carboxylic acid), C(=O)([O-])[O-].[Cs+].[Cs+] (Cs2CO3), compound 90-A, O (water). Solvent: CC(=O)O (AcOH), CS(=O)C (DMSO). Conditions: temperature 130 celsius. Product: C(C1=CC=CC=C1)OC1=CC=C2C(=CC=NC2=C1)Cl (7-(benzyloxy)-4-chloroquinoline), C(C1=CC=CC=C1)OC1=CC=C2C(=CC=NC2=C1)OC1=CC2=C(C(=C(O2)C)C(=O)O)C=C1 (6-{[7-(benzyloxy)quinolin-4-yl]oxy}-2-methyl-1-benzofuran-3-carboxylic acid). The yield is 189.9%. Reaction SMILES: [CH2:1]([O:8][C:9]1[CH:18]=[C:17]2[C:12]([C:13]([Cl:19])=[CH:14][CH:15]=[N:16]2)=[CH:11][CH:10]=1)[C:2]1[CH:7]=[CH:6][CH:5]=[CH:4][CH:3]=1.[OH:20][C:21]1[CH:33]=[CH:32][C:24]2[C:25]([C:29]([OH:31])=[O:30])=[C:26]([CH3:28])[O:27][C:23]=2[CH:22]=1.C([O-])([O-])=O.[Cs+].[Cs+].O>CS(C)=O.CC(O)=O>[CH2:1]([O:8][C:9]1[CH:18]=[C:17]2[C:12]([C:13]([Cl:19])=[CH:14][CH:15]=[N:16]2)=[CH:11][CH:10]=1)[C:2]1[CH:3]=[CH:4][CH:5]=[CH:6][CH:7]=1.[CH2:1]([O:8][C:9]1[CH:18]=[C:17]2[C:12]([C:13]([O:20][C:21]3[CH:33]=[CH:32][C:24]4[C:25]([C:29]([OH:31])=[O:30])=[C:26]([CH3:28])[O:27][C:23]=4[CH:22]=3)=[CH:14][CH:15]=[N:16]2)=[CH:11][CH:10]=1)[C:2]1[CH:7]=[CH:6][CH:5]=[CH:4][CH:3]=1 |f:2.3.4|. Reported procedure: 7-(benzyloxy)-4-chloroquinoline 90-B was prepared (see general synthesis Scheme I) from the commercially available compound 90-A (from Aldrich). A mixture of 90-B (2.8 g, 10.4 mmol), 6-hydroxy-2-methyl-1-benzofuran-3-carboxylic acid 90-C (2 g, 10.4 mmol) and Cs2CO3 (10.1 g, 31.4 mmol) in DMSO (70 ml) was heated to 130° C. for 2 hours. The solution was poured into water, neutralized with AcOH and extracted with EtOAc. The concentrated residue was purified by silica gel chromatography using 2-5% M... Reactants: N(=[N+]=[N-])C(C)C1=NC(C2=C(N1CC1=C(C(=CC=C1)Cl)C)N=C(S2)N2CCOCC2)=O (5-(1-azidoethyl)-4-[(3-chloro-2-methylphenyl)methyl]-2-(4-morpholinyl)[1,3]thiazolo[4,5-d]pyrimidin-7(4H)-one), C1(=CC=CC=C1)P(C1=CC=CC=C1)C1=CC=CC=C1 (triphenylphosphine). The solvent is O1CCCC1 (Tetrahydrofuran). Conditions: temperature 60 celsius, time 8 hour. The product is NC(C)C1=NC(C2=C(N1CC1=C(C(=CC=C1)Cl)C)N=C(S2)N2CCOCC2)=O (5-(1-aminoethyl)-4-[(3-chloro-2-methylphenyl)methyl]-2-(4-morpholinyl)[1,3]thiazolo[4,5-d]pyrimidin-7(4H)-one). RXN SMILES: [N:1]([CH:4]([C:6]1[N:11]([CH2:12][C:13]2[CH:18]=[CH:17][CH:16]=[C:15]([Cl:19])[C:14]=2[CH3:20])[C:10]2[N:21]=[C:22]([N:24]3[CH2:29][CH2:28][O:27][CH2:26][CH2:25]3)[S:23][C:9]=2[C:8](=[O:30])[N:7]=1)[CH3:5])=[N+]=[N-].C1(P(C2C=CC=CC=2)C2C=CC=CC=2)C=CC=CC=1>O1CCCC1>[NH2:1][CH:4]([C:6]1[N:11]([CH2:12][C:13]2[CH:18]=[CH:17][CH:16]=[C:15]([Cl:19])[C:14]=2[CH3:20])[C:10]2[N:21]=[C:22]([N:24]3[CH2:29][CH2:28][O:27][CH2:26][CH2:25]3)[S:23][C:9]=2[C:8](=[O:30])[N:7]=1)[CH3:5]. Procedure: To a solution of 5-(1-azidoethyl)-4-[(3-chloro-2-methylphenyl)methyl]-2-(4-morpholinyl)[1,3]thiazolo[4,5-d]pyrimidin-7(4H)-one (48 mg, 0.108 mmol) in Tetrahydrofuran (THF) (1 mL) was added resin-bound triphenylphosphine (28.2 mg, 0.108 mmol) and the mixture was stirred at 60° C. overnight. The reaction was then quenched with water and stirred at 60° C. for 1 hr. The resin was removed by filtration and the filtrate was then extracted with dichloromethane. The organic solution was dried over sodiu... Reactants: COC=1C(C2=CC=CC=C2CC1)(C(=O)N(C)C)CCC(C)C (2-methoxy-N,N-dimethyl-1-(3-methylbutyl)-1,4-dihydronaphthalene-1-carboxamide), [Cr](=O)(=O)([O-])O[Cr](=O)(=O)[O-].[NH+]1=CC=CC=C1.[NH+]1=CC=CC=C1 (pyridinium dichromate), C(C)(C)(C)OO (tert-butyl hydroperoxide). Run in C1=CC=CC=C1 (benzene). Run at time 1 hour. Product: COC=1C(C2=CC=CC=C2C(C1)=O)(C(=O)N(C)C)CCC(C)C (2-methoxy-N,N-dimethyl-1-(3-methylbutyl)-4-oxo-1,4-dihydronaphthalene-1-carboxamide), oil. Isolated yield 30.0%. Reaction SMILES: [CH3:1][O:2][C:3]1[C:4]([CH2:18][CH2:19][CH:20]([CH3:22])[CH3:21])([C:13]([N:15]([CH3:17])[CH3:16])=[O:14])[C:5]2[C:10]([CH2:11][CH:12]=1)=[CH:9][CH:8]=[CH:7][CH:6]=2.[Cr](O[Cr]([O-])(=O)=O)([O-])(=O)=[O:24].[NH+]1C=CC=CC=1.[NH+]1C=CC=CC=1.C(OO)(C)(C)C>C1C=CC=CC=1>[CH3:1][O:2][C:3]1[C:4]([CH2:18][CH2:19][CH:20]([CH3:22])[CH3:21])([C:13]([N:15]([CH3:16])[CH3:17])=[O:14])[C:5]2[C:10]([C:11](=[O:24])[CH:12]=1)=[CH:9][CH:8]=[CH:7][CH:6]=2 |f:1.2.3|. Procedure: To a solution of the product of Example 169B (190 mg, 0.63 mmol) in benzene (4 mL) at room temperature under a N2 atmosphere was added 200 mg Celite® and pyridinium dichromate (474 mg, 1.26 mmol) followed by 70% tert-butyl hydroperoxide (175 μL, 1.26 mmol). The mixture was allowed to stir at room temperature for 1 hour, filtered through a pad of Celite® and the filtrate added to ethyl acetate (10 mL). The organic solution was washed with 5% Na2S2O5 (3× 10 mL) and with saturated NaCl (1× 10 mL) a... Reactants: CN1C(COC=2C1=CC1=C(CCNCC1)C2)=O (4-methyl-4,6,7,8,9,10-hexahydro[1,4]oxazino[2,3-h][3]benzazepin-3(2H)-one), ClCCCSC1=NN=C(N1C)C1=C(N=CO1)C (3-[(3-chloropropyl)thio]-4-methyl-5-(4-methyl-1,3-oxazol-5-yl)-4H-1,2,4-triazole). Yields the product Cl.CN1C(COC=2C1=CC1=C(CCN(CC1)CCCSC1=NN=C(N1C)C1=C(N=CO1)C)C2)=O (4-Methyl-8-(3-{[4-methyl-5-(4-methyl-1,3-oxazol-5-yl)-4H-1,2,4-triazol-3-yl]thio}propyl)-4,6,7,8,9,10-hexahydro[1,4]oxazino[2,3-h][3]benzazepin-3(2H)-one hydrochloride), solid. RXN SMILES: [CH3:1][N:2]1[C:7]2=[CH:8][C:9]3[CH2:15][CH2:14][NH:13][CH2:12][CH2:11][C:10]=3[CH:16]=[C:6]2[O:5][CH2:4][C:3]1=[O:17].[Cl:18][CH2:19][CH2:20][CH2:21][S:22][C:23]1[N:27]([CH3:28])[C:26]([C:29]2[O:33][CH:32]=[N:31][C:30]=2[CH3:34])=[N:25][N:24]=1>>[ClH:18].[CH3:1][N:2]1[C:7]2=[CH:8][C:9]3[CH2:15][CH2:14][N:13]([CH2:19][CH2:20][CH2:21][S:22][C:23]4[N:27]([CH3:28])[C:26]([C:29]5[O:33][CH:32]=[N:31][C:30]=5[CH3:34])=[N:25][N:24]=4)[CH2:12][CH2:11][C:10]=3[CH:16]=[C:6]2[O:5][CH2:4][C:3]1=[O:17] |f:2.3|. Procedure: The title compound was prepared in analogy to General Procedure 1 from 4-methyl-4,6,7,8,9,10-hexahydro[1,4]oxazino[2,3-h][3]benzazepin-3(2H)-one (37 mg) and 3-[(3-chloropropyl)thio]-4-methyl-5-(4-methyl-1,3-oxazol-5-yl)-4H-1,2,4-triazole and was obtained as a faint yellow slightly sticky solid (45 mg). Reactants: BrC=1C=C(C(N(C1)C)=O)NC1=CC=C(C=N1)C(C)(C)NC(CCl)=O (N-{1-[6-(5-Bromo-1-methyl-2-oxo-1,2-dihydro-pyridin-3-ylamino)-pyridin-3-yl]-1-methyl-ethyl}-2-chloro-acetamide), C([O-])(O)=O.[Na+] (Sodium bicarbonate), NC(=S)N (thiourea), C(C)O (ethanol). Run in O (Water), C(C)(=O)O (acetic acid). Product: NC(C)(C)C=1C=CC(=NC1)NC=1C(N(C=C(C1)Br)C)=O (3-[5-(1-Amino-1-methyl-ethyl)-pyridin-2-ylamino]-5-bromo-1-methyl-1H-pyridin-2-one). Yield: 90.6%. Reaction SMILES: [Br:1][C:2]1[CH:3]=[C:4]([NH:10][C:11]2[N:16]=[CH:15][C:14]([C:17]([NH:20]C(=O)CCl)([CH3:19])[CH3:18])=[CH:13][CH:12]=2)[C:5](=[O:9])[N:6]([CH3:8])[CH:7]=1.NC(N)=S.C(O)C.C(=O)(O)[O-].[Na+]>O.C(O)(=O)C>[NH2:20][C:17]([C:14]1[CH:13]=[CH:12][C:11]([NH:10][C:4]2[C:5](=[O:9])[N:6]([CH3:8])[CH:7]=[C:2]([Br:1])[CH:3]=2)=[N:16][CH:15]=1)([CH3:18])[CH3:19] |f:3.4|. Procedure details: N-{1-[6-(5-Bromo-1-methyl-2-oxo-1,2-dihydro-pyridin-3-ylamino)-pyridin-3-yl]-1-methyl-ethyl}-2-chloro-acetamide (2.97 g, 7.2 mmol) and thiourea (0.655 g, 8.6 mmol) were suspended in an ethanol (35 ml)/acetic acid (8 ml) mixture and refluxed overnight. The reaction mixture was allowed to cool to room temperature. Water was added and the mixture was cooled to 0° C. Sodium bicarbonate was added (ph=8) and then it was extracted with ethyl acetate. The organic phase was washed with brine, dried over ...